From a dataset of the Open Reaction Database (ORD), a public repository of structured organic reaction records. describe an organic reaction: reactants, conditions, products, and yield The reactants are N1[C@H](C(=O)OCC2=CC=CC=C2)CCC1 (L-proline, phenylmethyl ester), C1(C=2C(C(N1CCCCCCP(O)(O)=O)=O)=CC=CC2)=O ((6-phthalimidohexyl)phosphonic acid), C(C1=CC=CC=C1)O (benzyl alcohol), Cl.N[C@@H](C)C(=O)N1[C@H](C(=O)OCC2=CC=CC=C2)CCC1 (L-alanyl-L-proline, phenylmethyl ester, hydrochloride), P(Cl)(Cl)(Cl)(Cl)Cl (phosphorus pentachloride). Solvent: C1=CC=CC=C1 (benzene), CC(=O)C.C1(=CC=CC=C1)C (acetone toluene), O1CCCC1 (tetrahydrofuran), C(C)N(CC)CC (triethylamine), O1CCCC1 (tetrahydrofuran), C(C)N(CC)CC (triethylamine), C(C)(=O)OCC (ethyl acetate). Reaction conditions: time 45 minute. Yields the product C1(=CC=CC=C1)COP(=O)(N[C@@H](C)C(=O)N1[C@H](C(=O)OCC2=CC=CC=C2)CCC1)CCCCCCN1C(C=2C(C1=O)=CC=CC2)=O (1-[N-[(Phenylmethoxy)(6-phthalimidohexyl)phosphinyl]-L-alanyl]-L-proline, phenylmethyl ester). RXN SMILES: [C:1]1(=[O:21])[N:5]([CH2:6][CH2:7][CH2:8][CH2:9][CH2:10][CH2:11][P:12](=[O:15])([OH:14])O)[C:4](=[O:16])[C:3]2=[CH:17][CH:18]=[CH:19][CH:20]=[C:2]12.P(Cl)(Cl)(Cl)(Cl)Cl.[CH2:28](O)[C:29]1[CH:34]=[CH:33][CH:32]=[CH:31][CH:30]=1.Cl.[NH2:37][C@H:38]([C:40]([N:42]1[CH2:56][CH2:55][CH2:54][C@H:43]1[C:44]([O:46][CH2:47][C:48]1[CH:53]=[CH:52][CH:51]=[CH:50][CH:49]=1)=[O:45])=[O:41])[CH3:39].N1CCC[C@H]1C(OCC1C=CC=CC=1)=O>C1C=CC=CC=1.O1CCCC1.C(OCC)(=O)C.CC(C)=O.C1(C)C=CC=CC=1.C(N(CC)CC)C>[C:29]1([CH2:28][O:14][P:12]([CH2:11][CH2:10][CH2:9][CH2:8][CH2:7][CH2:6][N:5]2[C:1](=[O:21])[C:2]3=[CH:20][CH:19]=[CH:18][CH:17]=[C:3]3[C:4]2=[O:16])([NH:37][C@H:38]([C:40]([N:42]2[CH2:56][CH2:55][CH2:54][C@H:43]2[C:44]([O:46][CH2:47][C:48]2[CH:49]=[CH:50][CH:51]=[CH:52][CH:53]=2)=[O:45])=[O:41])[CH3:39])=[O:15])[CH:34]=[CH:33][CH:32]=[CH:31][CH:30]=1 |f:3.4,9.10|. Procedure details: A suspension of (6-phthalimidohexyl)phosphonic acid (2.34 g., 7.52 mmole) in dry benzene (10 ml.) is treated with phosphorus pentachloride (3.30 g., 15.9 mmole) and stirred at room temperature under argon for 45 minutes. The mixture is then refluxed for 15 minutes, cooled and evaporated to dryness (0.5 mm. Hg). The residue is taken up in dry tetrahydrofuran (10 ml.), cooled in an ice bath and treated dropwise with a solution of benzyl alcohol (0.81 g., 7.5 mmole) and triethylamine (1.05 ml., 7.5...